From a dataset of the Open Reaction Database (ORD), a public repository of structured organic reaction records. describe an organic reaction: reactants, conditions, products, and yield The reactants are COc1cc2cc(C=O)c(Cl)nc2cc1OC, Cl, NO, c1ccncc1. The product is COc1cc2cc(C=NO)c(Cl)nc2cc1OC. RXN SMILES: [Cl:1][c:2]1[n:3][c:4]2[cH:5][c:6]([O:16][CH3:17])[c:7]([O:14][CH3:15])[cH:8][c:9]2[cH:10][c:11]1[CH:12]=[O:13].[ClH:18].[NH2:19][OH:20].[cH:21]1[cH:22][cH:23][n:24][cH:25][cH:26]1>>[Cl:1][c:2]1[n:3][c:4]2[cH:5][c:6]([O:16][CH3:17])[c:7]([O:14][CH3:15])[cH:8][c:9]2[cH:10][c:11]1[CH:12]=[N:19][OH:20]. The reactants are BrC=1C=C(C=CC1)C1OCCO1 (2-(3-bromophenyl)-1,3-dioxolane), C(C)(C)(C)[Li] (Tert-butyllithium), BrCCCCBr (1,4-dibromobutane). Run at temperature -20 celsius, time 45 minute. Product: BrCCCCC=1C=C(C=CC1)C1OCCO1 (2-(3-(4-bromobutyl)phenyl)-1,3-dioxolane). RXN SMILES: Br[C:2]1[CH:3]=[C:4]([CH:8]2[O:12][CH2:11][CH2:10][O:9]2)[CH:5]=[CH:6][CH:7]=1.C([Li])(C)(C)C.[Br:18][CH2:19][CH2:20][CH2:21][CH2:22]Br>>[Br:18][CH2:19][CH2:20][CH2:21][CH2:22][C:2]1[CH:3]=[C:4]([CH:8]2[O:12][CH2:11][CH2:10][O:9]2)[CH:5]=[CH:6][CH:7]=1. Reported procedure: To a clean and dry 2000 ml round bottom flask equipped with a 500 ml addition funnel, low temperature thermometer and magnetic stir bar was transferred anhydrous tetrahydrofuran (800.0 ml) under nitrogen. 2-(3-bromophenyl)-1,3-dioxolane (33.0 ml, 0.2183 mol) was added to this flask by syringe. The reaction vessel was placed into a dry ice/acetone bath until a temperature of <−65° was achieved. The reaction mixture was then allowed to stir for 45 minutes at a stirring speed of 550 rpm in order to... Starting materials: BrC=1C=CC(=NC1)C(=O)N (5-bromopicolinamide), OC(C(=O)C1=CC=CC2=CC=CC=C12)O (2,2-dihydroxy-1-(naphthalen-1-yl)ethanone). Solvent: O1CCOCC1 (dioxane). Run at temperature 100 celsius. Yields the product BrC=1C=CC(=NC1)C(=O)NC(C(=O)C1=CC=CC2=CC=CC=C12)O (5-bromo-N-(1-hydroxy-2-(naphthalen-1-yl)-2-oxoethyl)picolinamide). Yield: 65.8%. As a reaction SMILES: [Br:1][C:2]1[CH:3]=[CH:4][C:5]([C:8]([NH2:10])=[O:9])=[N:6][CH:7]=1.[OH:11][CH:12](O)[C:13]([C:15]1[C:24]2[C:19](=[CH:20][CH:21]=[CH:22][CH:23]=2)[CH:18]=[CH:17][CH:16]=1)=[O:14]>O1CCOCC1>[Br:1][C:2]1[CH:3]=[CH:4][C:5]([C:8]([NH:10][CH:12]([OH:11])[C:13]([C:15]2[C:24]3[C:19](=[CH:20][CH:21]=[CH:22][CH:23]=3)[CH:18]=[CH:17][CH:16]=2)=[O:14])=[O:9])=[N:6][CH:7]=1. Procedure: A mixture of 5-bromopicolinamide 111 (0.588 g, 2.92 mmol) and 2,2-dihydroxy-1-(naphthalen-1-yl)ethanone 112 (1.20 g, 5.67 mmol) in dioxane (20 mL) were heated at 100° C. for 18 hours. The dioxane was removed under vacuum and the residue was dissolved in chloroform and methanol and concentrated onto silica gel. The material was purified by auto flash system (CH2Cl2 to 1% MeOH: CH2Cl2) to give 5-bromo-N-(1-hydroxy-2-(naphthalen-1-yl)-2-oxoethyl)picolinamide 113 as a tan solid (0.74 g, 66%). The reactants are [BH4-], COC(=O)C=CC1OC(n2cc(C)c(=O)[nH]c2=O)CC1OC(C)=O, CC(C)O, [Na+]. Product: COC(=O)CCC1OC(n2cc(C)c(=O)[nH]c2=O)CC1OC(C)=O. RXN SMILES: [BH4-:1].[C:3]([CH3:4])(=[O:5])[O:6][CH:7]1[CH2:8][CH:9]([n:18]2[c:19](=[O:20])[nH:21][c:22](=[O:23])[c:24]([CH3:25])[cH:26]2)[O:10][CH:11]1[CH:12]=[CH:13][C:14](=[O:15])[O:16][CH3:17].[CH:27]([OH:28])([CH3:29])[CH3:30].[Na+:2]>>[C:3]([CH3:4])(=[O:5])[O:6][CH:7]1[CH2:8][CH:9]([n:18]2[c:19](=[O:20])[nH:21][c:22](=[O:23])[c:24]([CH3:25])[cH:26]2)[O:10][CH:11]1[CH2:12][CH2:13][C:14](=[O:15])[O:16][CH3:17]. Reactants: C1(CCCC1)Br (Cyclopentyl bromide), C([O-])([O-])=O.[K+].[K+] (potassium carbonate), OC=1C=C(C(=O)OC)C=CC1[N+](=O)[O-] (methyl 3-hydroxy-4-nitrobenzoate). Run in CN(C=O)C (N,N-dimethylformamide). Run at time 4 hour. Product: C1(CCCC1)OC=1C=C(C(=O)OC)C=CC1[N+](=O)[O-] (methyl 3-cyclopentyloxy-4-nitrobenzoate). Yield: 102.2%. RXN SMILES: [CH:1]1(Br)[CH2:5][CH2:4][CH2:3][CH2:2]1.C(=O)([O-])[O-].[K+].[K+].[OH:13][C:14]1[CH:15]=[C:16]([CH:21]=[CH:22][C:23]=1[N+:24]([O-:26])=[O:25])[C:17]([O:19][CH3:20])=[O:18]>CN(C)C=O>[CH:1]1([O:13][C:14]2[CH:15]=[C:16]([CH:21]=[CH:22][C:23]=2[N+:24]([O-:26])=[O:25])[C:17]([O:19][CH3:20])=[O:18])[CH2:5][CH2:4][CH2:3][CH2:2]1 |f:1.2.3|. Procedure details: Cyclopentyl bromide (38.7 g, 0.26 mol) is added slowly (over 1 hour) to a stirred suspension of potassium carbonate (41.4 g, 0.3 mol) in N,N-dimethylformamide (200 mL) containing methyl 3-hydroxy-4-nitrobenzoate (39.4 g, 0.2 mol) at 65° C. and then the stirring is continued for 4 hours. The mixture is allowed to cool and then filtered. The filtrate is diluted with water (700 mL) containing sodium chloride (50 g) and then extracted with toluene (3×200 mL). The combined organic extract is washed w... The reactants are ClC=1C=CC=2N(N1)C(=CN2)[C@@H](C)C=2C=C1C=NN(C1=CC2F)C (6-Chloro-3-[(S)-1-(6-fluoro-1-methyl-1H-indazol-5-yl)-ethyl]-imidazo[1,2-b]pyridazine), ClC=1C=CC=2N(N1)C(=CN2)[C@@H](C)C=2C=C1C=NN(C1=CC2F)C (6-Chloro-3-[(S)-1-(6-fluoro-1-methyl-1H-indazol-5-yl)-ethyl]-imidazo[1,2-b]pyridazine), C(C)(=O)N1CCNCC1 (1-acetylpiperazine). The product is FC1=C(C=C2C=NN(C2=C1)C)[C@H](C)C1=CN=C2N1N=C(C=C2)N2CCN(CC2)C(C)=O (1-(4-{3-[(S)-1-(6-Fluoro-1-methyl-1H-indazol-5-yl)-ethyl]-imidazo[1,2-b]pyridazin-6-yl}-piperazin-1-yl)-ethanone). RXN SMILES: Cl[C:2]1[CH:3]=[CH:4][C:5]2[N:6]([C:8]([C@H:11]([C:13]3[CH:14]=[C:15]4[C:19](=[CH:20][C:21]=3[F:22])[N:18]([CH3:23])[N:17]=[CH:16]4)[CH3:12])=[CH:9][N:10]=2)[N:7]=1.[C:24]([N:27]1[CH2:32][CH2:31][NH:30][CH2:29][CH2:28]1)(=[O:26])[CH3:25]>>[F:22][C:21]1[CH:20]=[C:19]2[C:15]([CH:16]=[N:17][N:18]2[CH3:23])=[CH:14][C:13]=1[C@@H:11]([C:8]1[N:6]2[N:7]=[C:2]([N:30]3[CH2:31][CH2:32][N:27]([C:24](=[O:26])[CH3:25])[CH2:28][CH2:29]3)[CH:3]=[CH:4][C:5]2=[N:10][CH:9]=1)[CH3:12]. Reported procedure: The title compound was prepared analogy to Example 38 using 6-chloro-3-[(S)-1-(6-fluoro-1-methyl-1H-indazol-5-yl)-ethyl]-imidazo[1,2-b]pyridazine (Intermediate E) (50 mg, 0.153 mmol) and 1-acetylpiperazine (39.2 mg, 0.306 mmol) (tR 3.67 min (conditions 5), MH+=421, 1H-NMR in DMSO-d6: 7.93 (s, 1H); 7.81 (d, 1H); 7.52 (d, 1H); 7.50 (s, 1H); 7.47 (d, 1H); 4.75 (m, 1H); 3.95 (s, 3H); 3.42 (m, 6H); 2.00 (s, 3H); 1.70 (d, 3H)). Starting materials: ClCCl, Cc1ccccc1CCC(=O)O. Yields the product Cc1cccc2c1CCC2=O. As a reaction SMILES: [CH2:13]([Cl:14])[Cl:15].[CH3:1][c:2]1[c:3]([CH2:8][CH2:9][C:10](=[O:11])[OH:12])[cH:4][cH:5][cH:6][cH:7]1>>[CH3:1][c:2]1[c:3]2[c:4]([cH:5][cH:6][cH:7]1)[C:10](=[O:12])[CH2:9][CH2:8]2.